This data is from the Open Reaction Database (ORD), a public repository of structured organic reaction records. The task is: describe an organic reaction: reactants, conditions, products, and yield The reactants are CC(C)(C)OC(=O)N1CCC(N2CCC2)C(CO)C1, ClCCl, O=C(O)C(F)(F)F. The product is OCC1CNCCC1N1CCC1. As a reaction SMILES: [C:1]([O:2][C:3](=[O:4])[N:8]1[CH2:9][CH:10]([CH2:18][OH:19])[CH:11]([N:14]2[CH2:15][CH2:16][CH2:17]2)[CH2:12][CH2:13]1)([CH3:5])([CH3:6])[CH3:7].[Cl:27][CH2:28][Cl:29].[F:20][C:21]([F:22])([F:23])[C:24]([OH:25])=[O:26]>>[NH:8]1[CH2:9][CH:10]([CH2:18][OH:19])[CH:11]([N:14]2[CH2:15][CH2:16][CH2:17]2)[CH2:12][CH2:13]1. Starting materials: C(CCC)[N+](CCCC)(CCCC)CCCC (tetra-n-butylammonium), NC1=CC(=C(C(=O)NCCN(CC)CC)C=C1Cl)O (4-amino-5-chloro-N-[2-(diethylamino)ethyl]-2-hydroxybenzamide), BrCCCN1C(C=2C(C1=O)=CC=CC2)=O (N-(3-bromopropyl)phthalimide). Solvent: C(C)#N (acetonitrile). Reaction conditions: time 1 hour. Yields the product NC1=CC(=C(C(=O)NCCN(CC)CC)C=C1Cl)OCCCN1C(C=2C(C1=O)=CC=CC2)=O (4-Amino-5-chloro-N-[2-(diethylamino)ethyl]-2-[3-(phthalimido)propoxy]benzamide). The yield is 86.7%. As a reaction SMILES: C([N+](CCCC)(CCCC)CCCC)CCC.[NH2:18][C:19]1[C:34]([Cl:35])=[CH:33][C:22]([C:23]([NH:25][CH2:26][CH2:27][N:28]([CH2:31][CH3:32])[CH2:29][CH3:30])=[O:24])=[C:21]([OH:36])[CH:20]=1.Br[CH2:38][CH2:39][CH2:40][N:41]1[C:45](=[O:46])[C:44]2=[CH:47][CH:48]=[CH:49][CH:50]=[C:43]2[C:42]1=[O:51]>C(#N)C>[NH2:18][C:19]1[C:34]([Cl:35])=[CH:33][C:22]([C:23]([NH:25][CH2:26][CH2:27][N:28]([CH2:29][CH3:30])[CH2:31][CH3:32])=[O:24])=[C:21]([O:36][CH2:38][CH2:39][CH2:40][N:41]2[C:45](=[O:46])[C:44]3=[CH:47][CH:48]=[CH:49][CH:50]=[C:43]3[C:42]2=[O:51])[CH:20]=1. Procedure details: To a suspension of the tetra-n-butylammonium salt of 4-amino-5-chloro-N-[2-(diethylamino)ethyl]-2-hydroxybenzamide (15.8 g, 30 mmoles) (prepared in Preparation 3) in acetonitrile (50 ml) was added N-(3-bromopropyl)phthalimide and the mixture stirred for 16 hours at ambient temperature and 1 hour at 65°-70° C. This was concentrated in vacuo and the residue partitioned between water and a 1:1 mixture of ether and methylene chloride. The orgnic phase was washed several times with water, dried and c... Reactants: CCOC(=O)c1nc(Br)c2c3ccccc3n(-c3ccccc3)c2c1O, C[Sn](C)(C)C, Cl[Pd]Cl, c1ccc(P(c2ccccc2)c2ccccc2)cc1, c1ccc(P(c2ccccc2)c2ccccc2)cc1. Product: CCOC(=O)c1nc(C)c2c3ccccc3n(-c3ccccc3)c2c1O. RXN SMILES: [CH2:1]([CH3:2])[O:3][C:4](=[O:5])[c:6]1[c:7]([OH:26])[c:8]2[n:9](-[c:20]3[cH:21][cH:22][cH:23][cH:24][cH:25]3)[c:10]3[cH:11][cH:12][cH:13][cH:14][c:15]3[c:16]2[c:17]([Br:19])[n:18]1.[CH3:27][Sn:28]([CH3:29])([CH3:30])[CH3:31].[Pd:32]([Cl:33])[Cl:34].[c:35]1([P:36]([c:37]2[cH:38][cH:39][cH:40][cH:41][cH:42]2)[c:43]2[cH:44][cH:45][cH:46][cH:47][cH:48]2)[cH:49][cH:50][cH:51][cH:52][cH:53]1.[c:54]1([P:55]([c:56]2[cH:57][cH:58][cH:59][cH:60][cH:61]2)[c:62]2[cH:63][cH:64][cH:65][cH:66][cH:67]2)[cH:68][cH:69][cH:70][cH:71][cH:72]1>>[CH2:1]([CH3:2])[O:3][C:4](=[O:5])[c:6]1[c:7]([OH:26])[c:8]2[n:9](-[c:20]3[cH:21][cH:22][cH:23][cH:24][cH:25]3)[c:10]3[cH:11][cH:12][cH:13][cH:14][c:15]3[c:16]2[c:17]([CH3:27])[n:18]1. The reactants are [NH4+].[Cl-] (NH4Cl), COC1=CC2=C(C3=CC(NN=C3CC2)=O)C=C1 (8-methoxy-5,6-dihydro-3H-benzo[f]cinnolin-2-one), B(Br)(Br)Br (Boron tribromide), sol.. The solvent is C(Cl)Cl (methylene chloride), C(Cl)Cl (methylene chloride). Yields the product OC1=CC2=C(C3=CC(NN=C3CC2)=O)C=C1 (8-Hydroxy-5,6-dihydro-3H-benzo[f]cinnolin-2-one). As a reaction SMILES: C[O:2][C:3]1[CH:17]=[CH:16][C:6]2[C:7]3[C:12]([CH2:13][CH2:14][C:5]=2[CH:4]=1)=[N:11][NH:10][C:9](=[O:15])[CH:8]=3.B(Br)(Br)Br.[NH4+].[Cl-]>C(Cl)Cl>[OH:2][C:3]1[CH:17]=[CH:16][C:6]2[C:7]3[C:12]([CH2:13][CH2:14][C:5]=2[CH:4]=1)=[N:11][NH:10][C:9](=[O:15])[CH:8]=3 |f:2.3|. Reported procedure: In a 100 mL round bottom flask, 8-methoxy-5,6-dihydro-3H-benzo[f]cinnolin-2-one (1.05 g, 4.61 mmol) in methylene chloride (3 mL) was cooled to 0° C. Boron tribromide (23 ml of a 1M sol. in methylene chloride) was added and the reaction warmed to ambient temperature for 4 h. Re-cooled to 0° C. and sat. NH4Cl sol. (23 mL) was added. The solvents were removed under vacuum and water was added. Solids were filtered off and washed with cold methanol to produce 587 mg (59%). Mp>300° C. MS m/z 215 (M+H)...